From a dataset of the Open Reaction Database (ORD), a public repository of structured organic reaction records. describe an organic reaction: reactants, conditions, products, and yield Starting materials: OP(=O)(O)[O-].[K+] (KH2PO4), NC1=CC=C(C=C1)C(CCC(=O)OC)(CC)C#N (methyl 4-(4-aminophenyl)4-cyanohexanoate). Solvent: [OH-].[Na+] (NaOH). Conditions: temperature 30 celsius. The product is NC1=CC=C(C=C1)C(CCC(=O)O)(CC)C#N (4-(4-aminophenyl)-4-cyanohexanoic acid). Yield: 38.2%. RXN SMILES: OP([O-])(O)=O.[K+].[NH2:7][C:8]1[CH:13]=[CH:12][C:11]([C:14]([C:23]#[N:24])([CH2:21][CH3:22])[CH2:15][CH2:16][C:17]([O:19]C)=[O:18])=[CH:10][CH:9]=1>[OH-].[Na+]>[NH2:7][C:8]1[CH:9]=[CH:10][C:11]([C:14]([C:23]#[N:24])([CH2:21][CH3:22])[CH2:15][CH2:16][C:17]([OH:19])=[O:18])=[CH:12][CH:13]=1 |f:0.1,3.4|. Procedure: A 500 ml jacketed biotransformation vessel as charged with 0.1M KH2PO4, pH 7.0 (250 ml) and methyl 4-(4-aminophenyl)4-cyanohexanoate (5.0 g, 20.3 mmol). Candida cylindracea lipase (CCL; 5.0 g) was introduced and the mixture was agitated using an overhead stirrer. Temperature was maintained at 30° C. with the aid of a thermocirculator and the pH controlled by a probe linked to an autotitrator. The biotransformation was allowed to proceed until 10 ml of 1M NaOH had been added (equivalent to 50% co... Reactants: FC(C(=O)O)(F)F.CS(=O)C1=CC=C(C=C1)C1=CC=C(C=N1)OCC1CCN(CC1)C(=O)OC(C)C ((±)-1-Methylethyl 4-[({6-[4-(methylsulfinyl)phenyl]-3-pyridinyl}oxy)methyl]-1-piperidinecarboxylate trifluoroacetate), C(=O)=O (CO2). Solvent: CO (MeOH). The product is C[S@@](=O)C1=CC=C(C=C1)C1=CC=C(C=N1)OCC1CCN(CC1)C(=O)OC(C)C ((R)-1-Methylethyl 4-[({6-[4-(methylsulfinyl)phenyl]-3-pyridinyl}oxy)methyl]-1-piperidinecarboxylate). The yield is 34.4%. As a reaction SMILES: FC(F)(F)C(O)=O.[CH3:8][S:9]([C:11]1[CH:16]=[CH:15][C:14]([C:17]2[N:22]=[CH:21][C:20]([O:23][CH2:24][CH:25]3[CH2:30][CH2:29][N:28]([C:31]([O:33][CH:34]([CH3:36])[CH3:35])=[O:32])[CH2:27][CH2:26]3)=[CH:19][CH:18]=2)=[CH:13][CH:12]=1)=[O:10].C(=O)=O>CO>[CH3:8][S@:9]([C:11]1[CH:16]=[CH:15][C:14]([C:17]2[N:22]=[CH:21][C:20]([O:23][CH2:24][CH:25]3[CH2:30][CH2:29][N:28]([C:31]([O:33][CH:34]([CH3:36])[CH3:35])=[O:32])[CH2:27][CH2:26]3)=[CH:19][CH:18]=2)=[CH:13][CH:12]=1)=[O:10] |f:0.1|. Procedure: The racemic sulfoxide 1-methylethyl 4-[({6-[4-(methylsulfinyl)phenyl]-3-pyridinyl}oxy)methyl]-1-piperidinecarboxylate (Example 173, 370 mg) was subjected to Chiral HPLC [column: Chiralpak AS-H, column mobile phase: 65% CO2: 35% MeOH (1 mL/min), pressure 140 bar, temperature 40° C., 215 nm] analysis and then separation to give two (R and S) enantiomers. The title compound (100 mg) was isolated as a white solid with Tr of 3.73 min (first eluting peak). The (R) absolute stereochemistry was assigned...